This data is from the Open Reaction Database (ORD), a public repository of structured organic reaction records. The task is: describe an organic reaction: reactants, conditions, products, and yield Reactants: C1CCOC1, COC(=O)c1cc(C(C)=O)c(C(F)(F)F)cc1NC(C)=O. Yields the product COC(=O)c1cc(C(C)O)c(C(F)(F)F)cc1NC(C)=O. RXN SMILES: [CH2:22]1[O:23][CH2:24][CH2:25][CH2:26]1.[CH3:1][O:2][C:3]([c:4]1[c:5]([NH:17][C:18]([CH3:19])=[O:20])[cH:6][c:7]([C:13]([F:14])([F:15])[F:16])[c:8]([C:10]([CH3:11])=[O:12])[cH:9]1)=[O:21]>>[CH3:1][O:2][C:3]([c:4]1[c:5]([NH:17][C:18]([CH3:19])=[O:20])[cH:6][c:7]([C:13]([F:14])([F:15])[F:16])[c:8]([CH:10]([CH3:11])[OH:12])[cH:9]1)=[O:21]. Starting materials: C(C)(C)(C)OC(N[C@@H](C=O)C)=O (((R)-1-methyl-2-oxo-ethyl)-carbamic acid tert-butyl ester), C1(=CC=CC=C1)P(C1=CC=CC=C1)(C1=CC=CC=C1)=CC#N ((triphenylphosphoranylidene)acetonitrile). The solvent is ClCCl (dichloromethane). Conditions: time 16 hour. The product is C(C)(C)(C)OC(N[C@@H](C=CC#N)C)=O (((R)-3-cyano-1-methyl-allyl)-carbamic acid tert-butyl ester). Yield: 63.7%. RXN SMILES: [C:1]([O:5][C:6](=[O:12])[NH:7][C@H:8]([CH3:11])[CH:9]=O)([CH3:4])([CH3:3])[CH3:2].C1(P(=[CH:32][C:33]#[N:34])(C2C=CC=CC=2)C2C=CC=CC=2)C=CC=CC=1>ClCCl>[C:1]([O:5][C:6](=[O:12])[NH:7][C@H:8]([CH3:11])[CH:9]=[CH:32][C:33]#[N:34])([CH3:4])([CH3:3])[CH3:2]. Procedure details: In a 20 mL scintillation vial, ((R)-1-methyl-2-oxo-ethyl)-carbamic acid tert-butyl ester (2.5 g, 14.4 mmol) and (triphenylphosphoranylidene)acetonitrile (6.52 g, 21.7 mmol) were mixed in dichloromethane (20 mL) and stirred at room temperature for 16 h. The solvent was evaporated to give the crude material, which was purified by column chromatography (silica gel, gradient n-hexanes ethyl acetate) to provide 1.8 g (63%) of ((R)-3-cyano-1-methyl-allyl)-carbamic acid tert-butyl ester in a 3:1 diaste... The reactants are C(C)(C)C=1C=C(C=CC1)O (3-isopropylphenol), N(=NC(=O)OCC)C(=O)OCC (Diethyl azodicarboxylate), C1(=CC=CC=C1)P(C1=CC=CC=C1)C1=CC=CC=C1 (triphenylphosphine), OCCC1=C2CC(NC2=CC=C1)=O (4-(2-hydroxy-ethyl)-1,3-dihydro-indol-2-one). The solvent is O1CCCC1 (tetrahydrofuran). Conditions: time 15 minute. Product: C(C)(C)C=1C=C(OCCC2=C3CC(NC3=CC=C2)=O)C=CC1 (4-[2-(3-isopropyl-phenoxy)-ethyl]-1,3-dihydro-indol-2-one). Yield: 13.5%. RXN SMILES: N(C(OCC)=O)=NC(OCC)=O.C1(P(C2C=CC=CC=2)C2C=CC=CC=2)C=CC=CC=1.[OH:32][CH2:33][CH2:34][C:35]1[CH:43]=[CH:42][CH:41]=[C:40]2[C:36]=1[CH2:37][C:38](=[O:44])[NH:39]2.[CH:45]([C:48]1[CH:49]=[C:50](O)[CH:51]=[CH:52][CH:53]=1)([CH3:47])[CH3:46]>O1CCCC1>[CH:45]([C:48]1[CH:53]=[C:52]([CH:51]=[CH:50][CH:49]=1)[O:32][CH2:33][CH2:34][C:35]1[CH:43]=[CH:42][CH:41]=[C:40]2[C:36]=1[CH2:37][C:38](=[O:44])[NH:39]2)([CH3:47])[CH3:46]. Reported procedure: Diethyl azodicarboxylate (0.47 mL, 3 mmol) was added to a solution of triphenylphosphine (0.786 g, 3 mmol) in tetrahydrofuran (10 mL) under nitrogen atmosphere. The mixture was stirred for 15 minutes. To it was then added 4-(2-hydroxy-ethyl)-1,3-dihydro-indol-2-one (0.53 g, 3 mmol) (Hayler, J. D.; Howic, S. L. B.; Giles, R. G.; Negus, A.; Oxley, P. W.; et al; J. Heteocycl. Chem.; 32; 3; 1995; 875-882), followed by 3-isopropylphenol (0.41 mL, 3 mmol). The mixture was stirred at room temperature f... Reactants: NN1C(N2C(=C(C1=O)C1CC1)C(=C(C(=C2)F)Cl)OC)=O (2-Amino-6-chloro-4-cyclopropyl-7-fluoro-5-methoxypyrido[1,2-c]pyrimidine-1,3-dione), CN[C@@H](C)[C@H]1CNCC1 (methyl-((S)—(R)-1-pyrrolidin-3-ylethyl)amine). Product: NN1C(N2C(=C(C1=O)C1CC1)C(=C(C(=C2)F)N2C[C@@H](CC2)[C@H](C)NC)OC)=O (2-Amino-4-cyclopropyl-7-fluoro-5-methoxy-6-[(R)-3-((S)-1-methylaminoethyl)pyrrolidin-1-yl]pyrido[1,2-c]pyrimidine-1,3-dione). Isolated yield 34.1%. As a reaction SMILES: [NH2:1][N:2]1[C:7](=[O:8])[C:6]([CH:9]2[CH2:11][CH2:10]2)=[C:5]2[C:12]([O:18][CH3:19])=[C:13](Cl)[C:14]([F:16])=[CH:15][N:4]2[C:3]1=[O:20].[CH3:21][NH:22][C@H:23]([C@@H:25]1[CH2:29][CH2:28][NH:27][CH2:26]1)[CH3:24]>>[NH2:1][N:2]1[C:7](=[O:8])[C:6]([CH:9]2[CH2:11][CH2:10]2)=[C:5]2[C:12]([O:18][CH3:19])=[C:13]([N:27]3[CH2:28][CH2:29][C@@H:25]([C@@H:23]([NH:22][CH3:21])[CH3:24])[CH2:26]3)[C:14]([F:16])=[CH:15][N:4]2[C:3]1=[O:20]. Procedure details: The title compound (0.04 g) was prepared from 2-amino-6-chloro-4-cyclopropyl-7-fluoro-5-methoxypyrido[1,2-c]pyrimidine-1,3-dione (0.09 g, 0.30 mmol [Example 12]), and methyl-((S)—(R)-1-pyrrolidin-3-ylethyl)amine (0.11 g, 0.90 mmol) using the general procedure of Example 4. 1H NMR (400 MHz, CDCl3) δ 8.20 (d, 1H), 5.42 (s, 2H), 3.89-3.58 (m, 5H), 3.22 (s, 3H), 2.67-2.58 (m, 1H), 2.46 (s, 3H), 2.22-2.02 (m, 2H), 1.80-1.61 (m, 2H), 1.21 (d, 3H), 1.10-1.00 (m, 1H), 0.84-0.76 (m, 1H), 0.52-0.44 (m, 1H...